Task: describe an organic reaction: reactants, conditions, products, and yield. Dataset: the Open Reaction Database (ORD), a public repository of structured organic reaction records Starting materials: C(=CCCCCCCC)C=1C=NC(=NC1)C1=CC=C(C=C1)CCCCCC(C)OC1OCCCC1 (5-nonenyl-2-[4-(6-tetrahydropyranyloxy-1-heptyl)phenyl]-pyrimidine), C1(=CC=C(C=C1)S(=O)(=O)O)C (p-toluenesulfonic acid). Run in CO (methanol). The product is C(=CCCCCCCC)C=1C=NC(=NC1)C1=CC=C(C=C1)CCCCCC(C)O (5-nonenyl-2-[4-(6-hydroxy-1-heptyl)phenyl]pyrimidine). RXN SMILES: [CH:1]([C:10]1[CH:11]=[N:12][C:13]([C:16]2[CH:21]=[CH:20][C:19]([CH2:22][CH2:23][CH2:24][CH2:25][CH2:26][CH:27]([O:29]C3CCCCO3)[CH3:28])=[CH:18][CH:17]=2)=[N:14][CH:15]=1)=[CH:2][CH2:3][CH2:4][CH2:5][CH2:6][CH2:7][CH2:8][CH3:9].C1(C)C=CC(S(O)(=O)=O)=CC=1>CO>[CH:1]([C:10]1[CH:15]=[N:14][C:13]([C:16]2[CH:21]=[CH:20][C:19]([CH2:22][CH2:23][CH2:24][CH2:25][CH2:26][CH:27]([OH:29])[CH3:28])=[CH:18][CH:17]=2)=[N:12][CH:11]=1)=[CH:2][CH2:3][CH2:4][CH2:5][CH2:6][CH2:7][CH2:8][CH3:9]. Procedure details: In a reactor equipped with a stirrer and a thermometer., 5-nonenyl-2-[4-(6-tetrahydropyranyloxy-1-heptyl)phenyl]-pyrimidine, p-toluenesulfonic acid and methanol are charged and reacted at room temperature for 2 hours. Then, the reaction mixture is extracted with toluene and the extract is washed with water and evaporated under reduced pressure. A resulting residue is purified by silica gel column chromatography to obtain 5-nonenyl-2-[4-(6-hydroxy-1-heptyl)phenyl]pyrimidine Reported procedure: A solution of 3-chloropropan-1-ol (95 ml) in tetrahydrofuran cooled to below -5° C. was added over 30 minutes to a solution of isopropylmagnesium chloride [prepared from magnesium (30 g), 2-chloropropane (100 ml) and tetrahydrofuran (300 ml)]. Magnesium (36 g) was added and the mixture warmed to initiate the reaction which then had to be cooled. Tetrahydrofuran (300 ml) was then added and the mixture heated under reflux for 30 minutes. 1-(4-Chlorophenyl)cyclobutane-carbonitrile (90 g) was added ... Solvent: O1CCCC1 (tetrahydrofuran), CC(C)O (propan-2-ol), O1CCCC1 (Tetrahydrofuran), O (water). Starting materials: ClCCCO (3-chloropropan-1-ol), [BH4-].[Na+] (Sodium borohydride), ClC1=CC=C(C=C1)C1(CCC1)C#N (1-(4-Chlorophenyl)cyclobutane-carbonitrile), C(C)(C)[Mg]Cl (isopropylmagnesium chloride), [Mg] (Magnesium), Cl (hydrochloric acid). Reaction SMILES: Cl[CH2:2][CH2:3][CH2:4][OH:5].C([Mg]Cl)(C)C.[Mg].[Cl:12][C:13]1[CH:18]=[CH:17][C:16]([C:19]2([C:23]#[N:24])[CH2:22][CH2:21][CH2:20]2)=[CH:15][CH:14]=1.[BH4-].[Na+].Cl>O1CCCC1.O.CC(O)C>[NH2:24][CH:23]([C:19]1([C:16]2[CH:15]=[CH:14][C:13]([Cl:12])=[CH:18][CH:17]=2)[CH2:20][CH2:21][CH2:22]1)[CH2:2][CH2:3][CH2:4][OH:5] |f:4.5|. Yields the product NC(CCCO)C1(CCC1)C1=CC=C(C=C1)Cl (4-amino-4-[1-(4-chlorophenyl)cyclobutyl]butan-1-ol).